Dataset: the Open Reaction Database (ORD), a public repository of structured organic reaction records. Task: describe an organic reaction: reactants, conditions, products, and yield Reported procedure: A solution of 2-methyl-5-m-tolyl-thiazole-4-carboxylic acid (1 g, 1 eq), DIPEA (3.7 mL, eq) and TBTU (1.4 g, 1 eq) in dry DMF (15 mL) was stirred at RT for 15 min. Then was added a solution of N-[(1S,2S,5R)-7-methyl-3-aza-bicyclo[3.3.0]oct-2-ylmethyl]-2,2,2-trifluoro-acetamide (1.082 g, 1 eq) in dry DMF (15 mL). The resulting reaction mixture was stirred for 16 h, poured into water and diluted with EA. The org. phase was washed with a sat. aq. NaHCO3 solution, brine, dried over anh. MgSO4, filte... The solvent is CN(C)C=O (DMF), O (water), CN(C)C=O (DMF), CC(OCC)=O (EA), CC(OCC)=O.CCCCCCC (EA n-heptane). Conditions: time 16 hour. RXN SMILES: [CH3:1][C:2]1[S:3][C:4]([C:10]2[CH:11]=[C:12]([CH3:16])[CH:13]=[CH:14][CH:15]=2)=[C:5]([C:7]([OH:9])=O)[N:6]=1.CCN(C(C)C)C(C)C.CN(C(ON1N=NC2C=CC=CC1=2)=[N+](C)C)C.[B-](F)(F)(F)F.[CH3:48][CH:49]1[CH2:56][C@H:55]2[C@H:51]([CH2:52][NH:53][C@@H:54]2[CH2:57][NH:58][C:59](=[O:64])[C:60]([F:63])([F:62])[F:61])[CH2:50]1>CN(C=O)C.CC(=O)OCC.CC(=O)OCC.CCCCCCC.O>[F:63][C:60]([F:61])([F:62])[C:59]([NH:58][CH2:57][C@H:54]1[N:53]([C:7]([C:5]2[N:6]=[C:2]([CH3:1])[S:3][C:4]=2[C:10]2[CH:11]=[C:12]([CH3:16])[CH:13]=[CH:14][CH:15]=2)=[O:9])[CH2:52][C@H:51]2[C@@H:55]1[CH2:56][CH:49]([CH3:48])[CH2:50]2)=[O:64] |f:2.3,7.8|. Yields the product FC(C(=O)NC[C@@H]1[C@H]2CC(C[C@H]2CN1C(=O)C=1N=C(SC1C=1C=C(C=CC1)C)C)C)(F)F (2,2,2-trifluoro-N-[(1S,2S,5R)-3-(2-methyl-5-m-tolyl-thiazole-4-carbonyl)-7-methyl-3-aza-bicyclo[3.3.0]oct-2-ylmethyl]-acetamide). Reactants: CC1C[C@H]2CN[C@@H]([C@H]2C1)CNC(C(F)(F)F)=O (N-[(1S,2S,5R)-7-methyl-3-aza-bicyclo[3.3.0]oct-2-ylmethyl]-2,2,2-trifluoro-acetamide), CC=1SC(=C(N1)C(=O)O)C=1C=C(C=CC1)C (2-methyl-5-m-tolyl-thiazole-4-carboxylic acid), CCN(C(C)C)C(C)C (DIPEA), CN(C)C(=[N+](C)C)ON1C2=C(C=CC=C2)N=N1.[B-](F)(F)(F)F (TBTU). Starting materials: CC1CC(NN=C1C1=CC(=CC=C1)[N+](=O)[O-])=O (4,5-dihydro-5-methyl-6-(m-nitrophenyl)-3(2H)-pyridazinone), BrBr (bromine), Br (HBr). Solvent: C(C)(=O)O (acetic acid), C(C)(=O)O (acetic acid). Yields the product CC1=CC(NN=C1C1=CC(=CC=C1)[N+](=O)[O-])=O (5-methyl-6-(m-nitrophenyl)-3(2H)-pyridazinone). Reaction SMILES: [CH3:1][CH:2]1[C:7]([C:8]2[CH:13]=[CH:12][CH:11]=[C:10]([N+:14]([O-:16])=[O:15])[CH:9]=2)=[N:6][NH:5][C:4](=[O:17])[CH2:3]1.BrBr.Br>C(O)(=O)C>[CH3:1][C:2]1[C:7]([C:8]2[CH:13]=[CH:12][CH:11]=[C:10]([N+:14]([O-:16])=[O:15])[CH:9]=2)=[N:6][NH:5][C:4](=[O:17])[CH:3]=1. Reported procedure: A 24.9 g. portion of 4,5-dihydro-5-methyl-6-(m-nitrophenyl)-3(2H)-pyridazinone (prepared as described in Example 9 of U.S. Pat. No. 3,822,260) is dissolved in 200 ml. of warm stirred acetic acid. A 19.2 g. (6.2 ml.) portion of bromine, dissolved in 50 ml. of acetic acid is added dropwise over a 15 minute period. After an additional 20 minutes of warming to expel the HBr, the reaction mixture is poured into crushed ice. The resulting solid is recovered by filtration and washed with large amounts ... The reactants are C[Si](C)(C)C#CC(CC#C)(CCCC)O (4-trimethylsilylethynyl-1-octyn-4-ol), Cl[Si](C)(C)C (chlorotrimethylsilane), N1C=NC=C1 (imidazole), CN(C=O)C (dimethylformamide). Solvent: CCCCCC (hexane). Reaction conditions: time 1 hour. The product is C[Si](C)(C)OC(CC#C)(CCCC)C#C[Si](C)(C)C (4-Trimethylsilylethynyl-1-octyn-4-ol trimethylsilyl ether). RXN SMILES: [CH3:1][Si:2]([C:5]#[C:6][C:7]([OH:15])([CH2:11][CH2:12][CH2:13][CH3:14])[CH2:8][C:9]#[CH:10])([CH3:4])[CH3:3].N1C=CN=C1.CN(C)C=O.Cl[Si:27]([CH3:30])([CH3:29])[CH3:28]>CCCCCC>[CH3:28][Si:27]([O:15][C:7]([C:6]#[C:5][Si:2]([CH3:3])([CH3:1])[CH3:4])([CH2:11][CH2:12][CH2:13][CH3:14])[CH2:8][C:9]#[CH:10])([CH3:30])[CH3:29]. Procedure details: To a stirred mixture of 8.5 g. of 4-trimethylsilylethynyl-1-octyn-4-ol and 6.2 g. of imidazole in 24 ml. of dry dimethylformamide is added, under nitrogen, 5.7 ml. of chlorotrimethylsilane, in a slow stream, via a syringe. The mixture is stirred in an ice-bath for one hour and then at room temperature overnight. The mixture is poured into hexane, washed with saturated sodium bicarbonate solution, water and then brine and dried over sodium sulfate. The solvents are evaporated to dryness giving 11... Starting materials: O=Cc1ccccc1Br, Cc1ccccc1, OB(O)c1ccc(Cl)cc1, [Na+], [Na+], O=C([O-])[O-], c1ccc(P(c2ccccc2)(c2ccccc2)[Pd](P(c2ccccc2)(c2ccccc2)c2ccccc2)(P(c2ccccc2)(c2ccccc2)c2ccccc2)P(c2ccccc2)(c2ccccc2)c2ccccc2)cc1. Yields the product O=Cc1ccccc1-c1ccc(Cl)cc1. Reaction SMILES: [Br:1][c:2]1[c:3]([CH:4]=[O:5])[cH:6][cH:7][cH:8][cH:9]1.[CH3:103][c:104]1[cH:105][cH:106][cH:107][cH:108][cH:109]1.[Cl:10][c:11]1[cH:12][cH:13][c:14]([B:17]([OH:18])[OH:19])[cH:15][cH:16]1.[Na+:20].[Na+:21].[O-:22][C:23](=[O:24])[O-:25].[cH:26]1[cH:27][cH:28][c:29]([P:30]([Pd:31]([P:32]([c:33]2[cH:34][cH:35][cH:36][cH:37][cH:38]2)([c:39]2[cH:40][cH:41][cH:42][cH:43][cH:44]2)[c:45]2[cH:46][cH:47][cH:48][cH:49][cH:50]2)([P:51]([c:52]2[cH:53][cH:54][cH:55][cH:56][cH:57]2)([c:58]2[cH:59][cH:60][cH:61][cH:62][cH:63]2)[c:64]2[cH:65][cH:66][cH:67][cH:68][cH:69]2)[P:70]([c:71]2[cH:72][cH:73][cH:74][cH:75][cH:76]2)([c:77]2[cH:78][cH:79][cH:80][cH:81][cH:82]2)[c:83]2[cH:84][cH:85][cH:86][cH:87][cH:88]2)([c:89]2[cH:90][cH:91][cH:92][cH:93][cH:94]2)[c:95]2[cH:96][cH:97][cH:98][cH:99][cH:100]2)[cH:101][cH:102]1>>[c:2]1(-[c:14]2[cH:13][cH:12][c:11]([Cl:10])[cH:16][cH:15]2)[c:3]([CH:4]=[O:5])[cH:6][cH:7][cH:8][cH:9]1.